Dataset: the Open Reaction Database (ORD), a public repository of structured organic reaction records. Task: describe an organic reaction: reactants, conditions, products, and yield Reaction SMILES: C([O:3][C:4]([C@@H:6]1[C@@H:8]([C:9](=[O:31])[NH:10][C@@H:11]([CH2:27][CH:28]([CH3:30])[CH3:29])[C:12]([NH:14][C:15]2[S:16][CH:17]=[C:18]([C:20]3[CH:25]=[CH:24][C:23]([F:26])=[CH:22][CH:21]=3)[N:19]=2)=[O:13])[O:7]1)=[O:5])C.[Li+].[OH-]>>[F:26][C:23]1[CH:24]=[CH:25][C:20]([C:18]2[N:19]=[C:15]([NH:14][C:12](=[O:13])[C@@H:11]([NH:10][C:9]([C@H:8]3[O:7][C@@H:6]3[C:4]([OH:5])=[O:3])=[O:31])[CH2:27][CH:28]([CH3:29])[CH3:30])[S:16][CH:17]=2)=[CH:21][CH:22]=1 |f:1.2|. Starting materials: C(C)OC(=O)[C@H]1O[C@@H]1C(N[C@H](C(=O)NC=1SC=C(N1)C1=CC=C(C=C1)F)CC(C)C)=O ((2S,3S)-ethyl-3-((S)-1-(4-(4-fluorophenyl)thiazol-2-ylamino)-4-methyl-1-oxopentan-2-ylcarbamoyl)oxirane-2-carboxylate), [Li+].[OH-] (LiOH). Yield: 79.1%. The product is FC1=CC=C(C=C1)C=1N=C(SC1)NC([C@H](CC(C)C)NC(=O)[C@@H]1[C@H](O1)C(=O)O)=O ((2S,3S)-3-((S)-1-(4-(4-fluorophenyl)thiazol-2-ylamino)-4-methyl-1-oxopentan-2-ylcarbamoyl)oxirane-2-carboxylic acid). Reported procedure: Followed general procedure using: the corresponding peptidomimetic epoxide ethyl ester 17d (203 mg, 0.45 mmol); LiOH (10.8 mg, 0.45 mmol); after extraction afforded the desired product as a white solid (150 mg, 78.8%). 1H NMR (DMSO-d6, 400 MHz): δ 12.51 (bs, 1H); 8.64-8.61 (d, 1H, J=12.0 Hz); 7.95-7.92 (t, 2H); 7.62 (s, 1H); 7.28-7.24 (t, 2H); 4.63-4.58 (m, 1H); 3.51-3.50 (d, 1H, J=1.60 Hz); 3.34-3.33 (d, 1H, J=1.60 Hz); 165-1.54 (m, 3H); 0.91-0.88 (t, 6H). 13C NMR (MeOD-d4, 100 MHz): 172.44, 16... Starting materials: ClCCl, NCCOc1ccccc1, O, O=C([O-])Cc1cccc(O)c1. Product: O=C(Cc1cccc(O)c1)NCCOc1ccccc1. RXN SMILES: [Cl:23][CH2:24][Cl:25].[O:12]([c:13]1[cH:14][cH:15][cH:16][cH:17][cH:18]1)[CH2:19][CH2:20][NH2:21].[OH2:22].[OH:1][c:2]1[cH:3][cH:4][cH:5][c:6]([CH2:7][C:8]([O-:9])=[O:10])[cH:11]1>>[OH:1][c:2]1[cH:3][cH:4][cH:5][c:6]([CH2:7][C:8](=[O:10])[NH:21][CH2:20][CH2:19][O:12][c:13]2[cH:14][cH:15][cH:16][cH:17][cH:18]2)[cH:11]1.